Task: describe an organic reaction: reactants, conditions, products, and yield. Dataset: the Open Reaction Database (ORD), a public repository of structured organic reaction records Starting materials: C(CCC)[Li] (n-butyl lithium), CCCCCC (n-hexane), C(=O)=O (dry ice), [Cl-].[NH4+] (ammonium chloride), resultant mixture, resultant mixture, C(C)(C)(C)C1=CC=C(CN(C)CC2=CC(=CC=C2)Br)C=C1 (N-(4-tert-Butylbenzyl)-N-methyl-(3-bromobenzyl)amine), CN(C=O)C (N,N-dimethylformamide). Solvent: CC(=O)C (acetone), O1CCCC1 (tetrahydrofuran). Yields the product C(C)(C)(C)C1=CC=C(CN(C)CC=2C=C(C=O)C=CC2)C=C1 (3-[N-(4-tert-Butylbenzyl)-N-methylaminomethyl]benzaldehyde). Yield: 30.6%. RXN SMILES: [C:1]([C:5]1[CH:21]=[CH:20][C:8]([CH2:9][N:10]([CH2:12][C:13]2[CH:18]=[CH:17][CH:16]=[C:15](Br)[CH:14]=2)[CH3:11])=[CH:7][CH:6]=1)([CH3:4])([CH3:3])[CH3:2].[C:22](=O)=[O:23].C([Li])CCC.CCCCCC.CN(C)C=O.[Cl-].[NH4+]>O1CCCC1.CC(C)=O>[C:1]([C:5]1[CH:21]=[CH:20][C:8]([CH2:9][N:10]([CH2:12][C:13]2[CH:14]=[C:15]([CH:16]=[CH:17][CH:18]=2)[CH:22]=[O:23])[CH3:11])=[CH:7][CH:6]=1)([CH3:4])([CH3:3])[CH3:2] |f:5.6|. Procedure details: Compound 78 (2.26 g; 6.53 mmol) was dissolved in tetrahydrofuran (25 ml), and the solution was cooled to −75° C. by use of a mixture of dry ice and acetone solvent under nitrogen atmosphere. n-butyl lithium in n-hexane (1.56 M: 4.2 ml; 6.53 mmol) was slowly added dropwise to the mixture, and the resultant mixture was stirred for 15 minutes. Subsequently, N,N-dimethylformamide (0.95 g; 13.1 mmol) was added dropwise to the mixture, and the resultant mixture was gradually brought to room temperatur... Reactants: n1(nc(c(c1C#N)[Sn](C)(C)C)CN(C)C(=O)OC(C)(C)C)C, c1(c(nc(c(c1)Br)Br)N)OC. Reagents/catalysts: c1ccc(cc1)-c2c3ccccc3cc4ccccc24 (9-Phenylanthracene), C1(C(C(C(C1c1ccccc1)c1ccccc1)c1ccccc1)c1ccccc1)c1ccccc1.P(C(C)(C)C)(C(C)(C)C)C1CCCC1.C1(C(C(C(C1c1ccccc1)c1ccccc1)c1ccccc1)c1ccccc1)c1ccccc1.P(C(C)(C)C)(C(C)(C)C)C1CCCC1.[Fe].[Fe].[Pd] (Pd(QPhos)2). Run in CN(C)C=O  (DMF). Reaction conditions: temperature 25 celsius, time 18 hour. Product: COc1cc(Br)c(nc1N)c2c(CN(C)C(=O)OC(C)(C)C)nn(C)c2C#N. As a reaction SMILES: [CH3:1][O:2][c:3]1[c:9]([NH2:10])[n:8][c:7](Br)[c:5]([Br:6])[cH:4]1.[CH3:11][N:12]([C:22]([O:24][C:25]([CH3:28])([CH3:27])[CH3:26])=[O:23])[CH2:13][c:14]1[c:21]([Sn](C)(C)C)[c:18]([C:19]#[N:20])[n:16]([CH3:17])[n:15]1>>[CH3:1][O:2][c:3]1[c:9]([NH2:10])[n:8][c:7]([c:21]2[c:18]([C:19]#[N:20])[n:16]([CH3:17])[n:15][c:14]2[CH2:13][N:12]([C:22]([O:24][C:25]([CH3:28])([CH3:27])[CH3:26])=[O:23])[CH3:11])[c:5]([Br:6])[cH:4]1. Reactants: C(C=C)N (allylamine), Cl.ClCCN(CC)CC (2-chloro-N,N-diethylethanamine hydrochloride), C([O-])([O-])=O.[K+].[K+] (potassium carbonate). Run in [OH-].[Na+] (sodium hydroxide), C(C)O (ethanol). Yields the product C(C=C)NC(C)N(CC)CC (N-Allyl-N',N'-Diethylethanediamine). RXN SMILES: [CH2:1]([NH2:4])[CH:2]=[CH2:3].Cl.Cl[CH2:7][CH2:8][N:9]([CH2:12][CH3:13])[CH2:10][CH3:11].C(=O)([O-])[O-].[K+].[K+]>C(O)C.[OH-].[Na+]>[CH2:1]([NH:4][CH:8]([N:9]([CH2:12][CH3:13])[CH2:10][CH3:11])[CH3:7])[CH:2]=[CH2:3] |f:1.2,3.4.5,7.8|. Procedure: To a solution of 49.7 g (0.87 moles) of allylamine in 500 ml of ethanol, add in several portions 50 g (0.29 moles) of 2-chloro-N,N-diethylethanamine hydrochloride, then add 80.2 g (0.58 moles) of potassium carbonate. Stir the reaction at room temperature for 1 hr, then heat to reflux. Follow the progress of the reaction by thin-layer chromatography on silica gel (acetonitrile:ammonium hydroxide, 9:1). At the completion of the reaction dilute the mixture with 500 ml of 20% sodium hydroxide soluti... Starting materials: COc1cc2c(cc1OCc1ccccc1)CC(C)NC2, COc1cccc(CCl)c1, CCO. The product is COc1cccc(CN2Cc3cc(OC)c(OCc4ccccc4)cc3CC2C)c1. Reaction SMILES: [CH2:1]([c:2]1[cH:3][cH:4][cH:5][cH:6][cH:7]1)[O:8][c:9]1[cH:10][c:11]2[c:16]([cH:17][c:18]1[O:19][CH3:20])[CH2:15][NH:14][CH:13]([CH3:21])[CH2:12]2.[CH3:22][O:23][c:24]1[cH:25][c:26]([CH2:27][Cl:28])[cH:29][cH:30][cH:31]1.[CH3:32][CH2:33][OH:34]>>[CH2:1]([c:2]1[cH:3][cH:4][cH:5][cH:6][cH:7]1)[O:8][c:9]1[cH:10][c:11]2[c:16]([cH:17][c:18]1[O:19][CH3:20])[CH2:15][N:14]([CH2:27][c:26]1[cH:25][c:24]([O:23][CH3:22])[cH:31][cH:30][cH:29]1)[CH:13]([CH3:21])[CH2:12]2. Reactants: O (water), C(C1=CC=CC=C1)Cl (benzylchloride), CC(C#N)=CC (2-methyl-2-butene-nitrile), solid, [OH-].[Na+] (sodium hyroxide). The reagents and catalysts are [Br-].C(CCC)[N+](CCCC)(CCCC)CCCC (tetrabutylammonium bromide). Solvent: C1(=CC=CC=C1)C (toluene). The product is CC(C#N)(C=C)CC1=CC=CC=C1 (2-Methyl-2-phenylmethyl-3-butenenitrile). As a reaction SMILES: O.[CH2:2](Cl)[C:3]1[CH:8]=[CH:7][CH:6]=[CH:5][CH:4]=1.[CH3:10][C:11](=[CH:14][CH3:15])[C:12]#[N:13].[OH-].[Na+]>[Br-].C([N+](CCCC)(CCCC)CCCC)CCC.C1(C)C=CC=CC=1>[CH3:10][C:11]([CH2:2][C:3]1[CH:8]=[CH:7][CH:6]=[CH:5][CH:4]=1)([CH:14]=[CH2:15])[C:12]#[N:13] |f:3.4,5.6|. Procedure details: Into a 500 ml 4-neck flask, equipped with a stirrer, reflux cooler, dropping funnel and water separator, 126.5 g (1 mole) of benzylchloride, 81 g (1 mole) of 2-methyl-2-butene-nitrile, 100 ml of toluene, and 10 g of tetrabutylammonium bromide were first introduced and heated to reflux. To this mixture, 40 g (1 mole) of solid sodium hyroxide were added in portions. The reaction mixture was then maintained one more hour at reflux. Thereupon, it was washed to neutrality with water, the phases were ... Starting materials: C1CCOC1, O=[N+]([O-])c1ccc(Cl)nc1, Nc1nccs1. Product: O=[N+]([O-])c1ccc(Nc2nccs2)nc1. As a reaction SMILES: [CH2:17]1[O:18][CH2:19][CH2:20][CH2:21]1.[Cl:1][c:2]1[n:3][cH:4][c:5]([N+:8](=[O:9])[O-:10])[cH:6][cH:7]1.[s:11]1[c:12]([NH2:16])[n:13][cH:14][cH:15]1>>[c:2]1([NH:16][c:12]2[s:11][cH:15][cH:14][n:13]2)[n:3][cH:4][c:5]([N+:8](=[O:9])[O-:10])[cH:6][cH:7]1. Starting materials: NC[C@H]1N(CCC[C@H]1C)C(=O)C1=C(C=CC(=C1)Cl)C1=NC=CC=N1 (((2S,3R)-2-(aminomethyl)-3-methylpiperidin-1-yl)(5-chloro-2-(pyrimidin-2-yl)phenyl)methanone), ClC=1N=NC(=CC1)C(F)(F)F (3-chloro-6-(trifluoromethyl)pyridazine). The product is ClC=1C=CC(=C(C1)C(=O)N1[C@@H]([C@@H](CCC1)C)CNC=1N=NC(=CC1)C(F)(F)F)C1=NC=CC=N1 ((5-Chloro-2-(pyrimidin-2-yl)phenyl)((2S,3R)-3-methyl-2-(((6-(trifluoromethyl)pyridazin-3-yl)amino)methyl)piperidin-1-yl)methanone). RXN SMILES: [NH2:1][CH2:2][C@@H:3]1[C@H:8]([CH3:9])[CH2:7][CH2:6][CH2:5][N:4]1[C:10]([C:12]1[CH:17]=[C:16]([Cl:18])[CH:15]=[CH:14][C:13]=1[C:19]1[N:24]=[CH:23][CH:22]=[CH:21][N:20]=1)=[O:11].Cl[C:26]1[N:27]=[N:28][C:29]([C:32]([F:35])([F:34])[F:33])=[CH:30][CH:31]=1>>[Cl:18][C:16]1[CH:15]=[CH:14][C:13]([C:19]2[N:20]=[CH:21][CH:22]=[CH:23][N:24]=2)=[C:12]([C:10]([N:4]2[CH2:5][CH2:6][CH2:7][C@@H:8]([CH3:9])[C@H:3]2[CH2:2][NH:1][C:26]2[N:27]=[N:28][C:29]([C:32]([F:35])([F:34])[F:33])=[CH:30][CH:31]=2)=[O:11])[CH:17]=1. Procedure details: The title compound was prepared following the same general protocol as described for Example A45 using ((2S,3R)-2-(aminomethyl)-3-methylpiperidin-1-yl)(5-chloro-2-(pyrimidin-2-yl)phenyl)methanone and 3-chloro-6-(trifluoromethyl)pyridazine. MS (ESI) 491 (M+H). Reactants: FC(C1=C(C=C(C=C1)C(F)(F)F)NC1=NC(=CC(N1C(C)CC)=O)C(F)(F)F)(F)F (2-{2,5-bis(trifluoromethyl)phenyl}amino-3-sec-butyl-6-trifluoromethyl-4(3H)-pyrimidinone), ClN1C(CCC1=O)=O (N-chlorosuccinimide). The solvent is ClCCl (dichloromethane). Product: FC(C1=C(C=C(C=C1)C(F)(F)F)NC1=NC(=C(C(N1C(C)CC)=O)Cl)C(F)(F)F)(F)F (2-{2,5-bis(trifluoromethyl)phenyl}amino-3-sec-butyl-5-chloro-6-trifluoromethyl-4(3H)-pyrimidinone). The yield is 28.0%. RXN SMILES: [F:1][C:2]([F:30])([F:29])[C:3]1[CH:8]=[CH:7][C:6]([C:9]([F:12])([F:11])[F:10])=[CH:5][C:4]=1[NH:13][C:14]1[N:19]([CH:20]([CH2:22][CH3:23])[CH3:21])[C:18](=[O:24])[CH:17]=[C:16]([C:25]([F:28])([F:27])[F:26])[N:15]=1.[Cl:31]N1C(=O)CCC1=O>ClCCl>[F:30][C:2]([F:29])([F:1])[C:3]1[CH:8]=[CH:7][C:6]([C:9]([F:11])([F:10])[F:12])=[CH:5][C:4]=1[NH:13][C:14]1[N:19]([CH:20]([CH2:22][CH3:23])[CH3:21])[C:18](=[O:24])[C:17]([Cl:31])=[C:16]([C:25]([F:26])([F:27])[F:28])[N:15]=1. Reported procedure: A dichloromethane (10 ml) solution of 2-{2,5-bis(trifluoromethyl)phenyl}amino-3-sec-butyl-6-trifluoromethyl-4(3H)-pyrimidinone (430 mg, 0.96 mmol) and N-chlorosuccinimide (141 mg, 1.06 mmol) was heated under reflux for 4 hours. After completion of the reaction, the solvent was evaporated under a reduced pressure, the resulting residue was suspended in ether (20 ml) and then the solid deposited was filtered. The resulting filtrate was washed with saturated sodium bicarbonate aqueous solution and ...